This data is from the Open Reaction Database (ORD), a public repository of structured organic reaction records. The task is: describe an organic reaction: reactants, conditions, products, and yield The reactants are [OH-].[Na+] (NaOH), COC1=CC=C(CN2N=C(C(=C2)C(=O)OCC)C)C=C1 (ethyl 1-(4-methoxybenzyl)-3-methyl-1H-pyrazole-4-carboxylate). Solvent: CO (MeOH). Reaction conditions: temperature 50 celsius. Yields the product COC1=CC=C(CN2N=C(C(=C2)C(=O)O)C)C=C1 (1-(4-methoxybenzyl)-3-methyl-1H-pyrazole-4-carboxylic acid). The yield is 87.9%. RXN SMILES: [OH-].[Na+].[CH3:3][O:4][C:5]1[CH:22]=[CH:21][C:8]([CH2:9][N:10]2[CH:14]=[C:13]([C:15]([O:17]CC)=[O:16])[C:12]([CH3:20])=[N:11]2)=[CH:7][CH:6]=1>CO>[CH3:3][O:4][C:5]1[CH:6]=[CH:7][C:8]([CH2:9][N:10]2[CH:14]=[C:13]([C:15]([OH:17])=[O:16])[C:12]([CH3:20])=[N:11]2)=[CH:21][CH:22]=1 |f:0.1|. Procedure: According to Scheme 2, Step 1: A solution of NaOH 3 M (108 mmol, 35.8 mL) was added slowly, at 0° C., to a solution of ethyl 1-(4-methoxybenzyl)-3-methyl-1H-pyrazole-4-carboxylate (43 mmol, 11.8 g) in MeOH (108 mL) and the reaction mixture was heated at 50° C. for 2 hours. After evaporation of the solvent, the residue was partitioned between a NaOH 1M solution and Et2O. The organic layer was washed with a NaOH 1M solution. The aqueous layer was acidified to pH=1-2 with a HCl 1M solution and the ... The reactants are C(C)OC(=O)C=1NC2=CC=C(C=C2C1)C(=O)N1CCN(CCC1)C(=O)OC(C)(C)C (5-(4-tert-butoxycarbonyl-[1,4]diazepane-1-carbonyl)-1H-indole-2-carboxylic acid ethyl ester), C([O-])([O-])=O.[Cs+].[Cs+] (caesium carbonate), C(C)(C)CS(=O)(=O)[O-] (isopropylmethanesulfonate). Solvent: C(C)#N (acetonitrile). Run at temperature 95 celsius. Yields the product C(C)OC(=O)C=1N(C2=CC=C(C=C2C1)C(=O)N1CCN(CCC1)C(=O)OC(C)(C)C)C(C)C (5-(4-tert-Butoxycarbonyl-[1,4]diazepane-1-carbonyl)-1-isopropyl-1H-indole-2-carboxylic acid ethyl ester). Yield: 99.9%. RXN SMILES: [CH2:1]([O:3][C:4]([C:6]1[NH:7][C:8]2[C:13]([CH:14]=1)=[CH:12][C:11]([C:15]([N:17]1[CH2:23][CH2:22][CH2:21][N:20]([C:24]([O:26][C:27]([CH3:30])([CH3:29])[CH3:28])=[O:25])[CH2:19][CH2:18]1)=[O:16])=[CH:10][CH:9]=2)=[O:5])[CH3:2].C(=O)([O-])[O-].[Cs+].[Cs+].[CH:37](CS([O-])(=O)=O)([CH3:39])[CH3:38]>C(#N)C>[CH2:1]([O:3][C:4]([C:6]1[N:7]([CH:37]([CH3:39])[CH3:38])[C:8]2[C:13]([CH:14]=1)=[CH:12][C:11]([C:15]([N:17]1[CH2:23][CH2:22][CH2:21][N:20]([C:24]([O:26][C:27]([CH3:29])([CH3:28])[CH3:30])=[O:25])[CH2:19][CH2:18]1)=[O:16])=[CH:10][CH:9]=2)=[O:5])[CH3:2] |f:1.2.3|. Reported procedure: To a solution of 5-(4-tert-butoxycarbonyl-[1,4]diazepane-1-carbonyl)-1H-indole-2-carboxylic acid ethyl ester (1.55 g, 3.5 mmol) in acetonitrile (25 ml) under an argon atmosphere were added caesium carbonate (2 eq., 2.44 g) and isopropylmethanesulfonate (2 eq., 1.03 g). The mixture was heated at 95° C. (oil-bath temperature) overnight. The mixture was cooled to room temperature and evaporated under reduced pressure. The crude product was purified by column chromatography on silica gel (3:1 heptan...